describe an organic reaction: reactants, conditions, products, and yield From a dataset of the Open Reaction Database (ORD), a public repository of structured organic reaction records. The reactants are C(C1=CC=CC=C1)N1CC2CCCC(C2C1)(O)C1=C(C=CC=C1)OC ((3aRS,4RS,7aSR)-2-benzyl-4-(2-methoxyphenyl)-4-perhydroisoindolol). The reagents and catalysts are [OH-].[OH-].[Pd+2] (palladium hydroxide on charcoal). The solvent is C(C)O (ethanol). Conditions: temperature 60 celsius. Yields the product COC1=C(C=CC=C1)C1(C2CNCC2CCC1)O ((3aRS,4RS,7aSR)-4-(2-methoxyphenyl)-4-perhydroisoindolol). Yield: 48.8%. As a reaction SMILES: C([N:8]1[CH2:16][CH:15]2[CH:10]([CH2:11][CH2:12][CH2:13][C:14]2([C:18]2[CH:23]=[CH:22][CH:21]=[CH:20][C:19]=2[O:24][CH3:25])[OH:17])[CH2:9]1)C1C=CC=CC=1>[OH-].[OH-].[Pd+2].C(O)C>[CH3:25][O:24][C:19]1[CH:20]=[CH:21][CH:22]=[CH:23][C:18]=1[C:14]1([OH:17])[CH2:13][CH2:12][CH2:11][CH:10]2[CH:15]1[CH2:16][NH:8][CH2:9]2 |f:1.2.3|. Reported procedure: A mixture of 16 g of (3aRS,4RS,7aSR)-2-benzyl-4-(2-methoxyphenyl)-4-perhydroisoindolol and 200 cm3 of anhydrous ethanol is heated at 60° C. with stirring; 2 g of 20% palladium hydroxide on charcoal are added and the reaction mixture is then hydrogenated, with stirring, at a temperature of 60° C. and at atmospheric pressure. After reaction for 6 hours the reaction mixture is filtered and then concentrated to dryness under reduced pressure (2.7 kPa). 5.72 g of (3aRS,4RS,7aSR)-4-(2-methoxyphenyl)-4... Reactants: C1(=CC(=CC=C1)CO)CO (1,3-benzenedimethanol), O (water), [H-].[Na+] (sodium hydride), C(CCCCCCCCCCCCCCC)OCC(CO)OC (3-(hexadecyloxy)-2methoxy-1-propanol), 4-methyl benzene sulfonate. Solvent: CN(C=O)C (dimethylformamide), CN(C=O)C (dimethylformamide), CN(C=O)C (dimethylformamide). Reaction conditions: time 18 hour. The product is C(CCCCCCCCCCCCCCC)OCC(COCC=1C=C(C=CC1)CO)OC (3-[[3-(Hexadecyloxy)-2-methoxypropoxy]methyl]benzenemethanol). As a reaction SMILES: [H-].[Na+].[C:3]1([CH2:11][OH:12])[CH:8]=[CH:7][CH:6]=[C:5]([CH2:9][OH:10])[CH:4]=1.[CH2:13]([O:29][CH2:30][CH:31]([O:34][CH3:35])[CH2:32]O)[CH2:14][CH2:15][CH2:16][CH2:17][CH2:18][CH2:19][CH2:20][CH2:21][CH2:22][CH2:23][CH2:24][CH2:25][CH2:26][CH2:27][CH3:28].O>CN(C)C=O>[CH2:13]([O:29][CH2:30][CH:31]([O:34][CH3:35])[CH2:32][O:10][CH2:9][C:5]1[CH:4]=[C:3]([CH2:11][OH:12])[CH:8]=[CH:7][CH:6]=1)[CH2:14][CH2:15][CH2:16][CH2:17][CH2:18][CH2:19][CH2:20][CH2:21][CH2:22][CH2:23][CH2:24][CH2:25][CH2:26][CH2:27][CH3:28] |f:0.1|. Procedure details: To a suspension of 2.8 g of sodium hydride in 25 ml of dimethylformamide was added at 0° C. over 30 minutes a solution of 1,3-benzenedimethanol in 75 ml of dimethylformamide. After 30 minutes a solution of 3-(hexadecyloxy)-2methoxy-1-propanol, 4-methyl benzene sulfonate in 25 ml of dimethylformamide was added over 30 minutes. After stirring 18 hours the mixture was poured into water and extracted with ethylacetate. The solution was dried and the product was purified by chromatography giving 4.7 ... Starting materials: N1CCC(CC1)CCN1CC=2N(C=C1)C=CC2 (2-(4-piperidylethyl)pyrrolo[1,2-a]pyrazine), N1=C(C=CC=C1)C(=O)Cl (2-pyridine carbonyl chloride). Run in N1=CC=CC=C1 (pyridine). Product: N1=C(C=CC=C1)C(=O)N1CCC(CC1)CCN1CC2N(CC1)CCC2 (1-(2-Pyridylcarbonyl)-4-[2-(hexahydropyrrolo[1,2-a]pyrazin-2(1H)-yl)ethyl]piperidine). Reaction SMILES: [NH:1]1[CH2:6][CH2:5][CH:4]([CH2:7][CH2:8][N:9]2[CH:14]=[CH:13][N:12]3[CH:15]=[CH:16][CH:17]=[C:11]3[CH2:10]2)[CH2:3][CH2:2]1.[N:18]1[CH:23]=[CH:22][CH:21]=[CH:20][C:19]=1[C:24](Cl)=[O:25]>N1C=CC=CC=1>[N:18]1[CH:23]=[CH:22][CH:21]=[CH:20][C:19]=1[C:24]([N:1]1[CH2:6][CH2:5][CH:4]([CH2:7][CH2:8][N:9]2[CH2:14][CH2:13][N:12]3[CH2:15][CH2:16][CH2:17][CH:11]3[CH2:10]2)[CH2:3][CH2:2]1)=[O:25]. Procedure: In the manner of Example 2, 2-(4-piperidylethyl)pyrrolo[1,2-a]pyrazine and 2-pyridine carbonyl chloride will react in pyridine solution to give the title compound. Reactants: COC1=CC=C(C=C1)CS[C@@H]1[C@H]([C@H](C=O)OC1)O (2,5-Anhydro-4-S-[(4-methoxyphenyl)methyl]-4-thio-L-lyxose), [BH4-].[Na+] (sodium borohydride). Run in C(C)O (ethyl alcohol). Run at time 1 hour. The product is COC1=CC=C(C=C1)CS[C@H]1CO[C@H]([C@@H]1O)CO (1,4-Anhydro-2-S-[(4-methoxyphenyl)methyl]-2-thio-L-arabinitol). Isolated yield 69.9%. Reaction SMILES: [CH3:1][O:2][C:3]1[CH:8]=[CH:7][C:6]([CH2:9][S:10][C@H:11]2[CH2:17][O:16][C@@H:13]([CH:14]=[O:15])[C@@H:12]2[OH:18])=[CH:5][CH:4]=1.[BH4-].[Na+]>C(O)C>[CH3:1][O:2][C:3]1[CH:8]=[CH:7][C:6]([CH2:9][S:10][C@@H:11]2[C@@H:12]([OH:18])[C@H:13]([CH2:14][OH:15])[O:16][CH2:17]2)=[CH:5][CH:4]=1 |f:1.2|. Procedure: To a room temperature solution, under argon, of 10.9 g of product from Example 322 in 115 ml of absolute ethyl alcohol is added 1.57 g of sodium borohydride. The reaction is stirred at room temperature for 1 hour. Wateris added dropwise with stirring and the mixture is concentrated in vacuo. The residue is extracted with methylene chloride, washed with water, driedand concentrated in vacuo to give after chromatography (Silica gel: 50-75% ethyl acetate/hexane) 7.68 g of the desired product. The reactants are CCc1c(-c2ccc(OCc3ccccc3)cc2)c2cc(CO)c3cccc1n32, CN(C)C(=O)CCCCCBr. The product is CCc1c(-c2ccc(OCc3ccccc3)cc2)c2cc(COCCCCCC(=O)N(C)C)c3cccc1n32. Reaction SMILES: [CH2:1]([c:2]1[cH:3][cH:4][cH:5][cH:6][cH:7]1)[O:8][c:9]1[cH:10][cH:11][c:12](-[c:15]2[c:16]([CH2:28][CH3:29])[c:17]3[cH:18][cH:19][cH:20][c:21]4[n:22]3[c:23]2[cH:24][c:25]4[CH2:26][OH:27])[cH:13][cH:14]1.[CH3:30][N:31]([C:32]([CH2:33][CH2:34][CH2:35][CH2:36][CH2:37][Br:38])=[O:39])[CH3:40]>>[CH2:1]([c:2]1[cH:3][cH:4][cH:5][cH:6][cH:7]1)[O:8][c:9]1[cH:10][cH:11][c:12](-[c:15]2[c:16]([CH2:28][CH3:29])[c:17]3[cH:18][cH:19][cH:20][c:21]4[n:22]3[c:23]2[cH:24][c:25]4[CH2:26][O:27][CH2:37][CH2:36][CH2:35][CH2:34][CH2:33][C:32]([N:31]([CH3:30])[CH3:40])=[O:39])[cH:13][cH:14]1.